describe an organic reaction: reactants, conditions, products, and yield From a dataset of the Open Reaction Database (ORD), a public repository of structured organic reaction records. Reactants: CCOC(=O)c1ccc(Oc2cc3nc(-c4ccccn4)[nH]c3cc2C2CCCN2C(C)=O)cn1, ClC(Cl)Cl, C1CCOC1. Product: CC(=O)N1CCCC1c1cc2[nH]c(-c3ccccn3)nc2cc1Oc1ccc(CO)nc1. As a reaction SMILES: [C:6]([CH3:7])(=[O:8])[N:9]1[CH:10]([c:14]2[c:15]([O:29][c:30]3[cH:31][cH:32][c:33]([C:36](=[O:37])[O:38][CH2:39][CH3:40])[n:34][cH:35]3)[cH:16][c:17]3[c:18]([nH:19][c:20](-[c:22]4[n:23][cH:24][cH:25][cH:26][cH:27]4)[n:21]3)[cH:28]2)[CH2:11][CH2:12][CH2:13]1.[CH:41]([Cl:42])([Cl:43])[Cl:44].[O:1]1[CH2:2][CH2:3][CH2:4][CH2:5]1>>[C:6]([CH3:7])(=[O:8])[N:9]1[CH:10]([c:14]2[c:15]([O:29][c:30]3[cH:31][cH:32][c:33]([CH2:36][OH:37])[n:34][cH:35]3)[cH:16][c:17]3[c:18]([nH:19][c:20](-[c:22]4[n:23][cH:24][cH:25][cH:26][cH:27]4)[n:21]3)[cH:28]2)[CH2:11][CH2:12][CH2:13]1. Run in C(C)(=O)OCC (ethyl acetate), O (water), CN(C=O)C (dimethylformamide). RXN SMILES: [C:1]([CH2:3][C:4]([OH:6])=O)#[N:2].[CH2:7]([NH2:10])[CH2:8][CH3:9].O.ON1C2C=CC=CC=2N=N1.Cl.CN(C)CCCN=C=NCC>CN(C)C=O.CN(C)C1C=CN=CC=1.C(OCC)(=O)C.O>[C:1]([CH2:3][C:4]([NH:10][CH2:7][CH2:8][CH3:9])=[O:6])#[N:2] |f:2.3,4.5|. Run at temperature 0 celsius. Reactants: Cl.CN(CCCN=C=NCC)C (1-(3-dimethylaminopropyl)-3-ethylcarbodiimide hydrochloride), C(#N)CC(=O)O (Cyanoacetic acid), C(CC)N (n-propylamine), O.ON1N=NC2=C1C=CC=C2 (1-hydroxy-1H-benzotriazole hydrate). The reagents and catalysts are CN(C1=CC=NC=C1)C (4-dimethylaminopyridine). The product is C(#N)CC(=O)NCCC (2-Cyano-N-propylacetamide). Procedure details: 500 mg (5.88 mmol) Cyanoacetic acid are dissolved in 30 ml dimethylformamide, 382 mg (6.47 mmol) n-propylamine, 874 mg (6.47 mmol) 1-hydroxy-1H-benzotriazole hydrate and 718 mg (5.88 mmol) 4-dimethylaminopyridine are added. The reaction mixture is stirred at 0° C., then 1.24 g (6.47 mmol) 1-(3-dimethylaminopropyl)-3-ethylcarbodiimide hydrochloride are added. The reaction mixture is stirred at room temperature for 18 hours, then water and ethyl acetate are added. The organic phase is dried over s...